Dataset: the Open Reaction Database (ORD), a public repository of structured organic reaction records. Task: describe an organic reaction: reactants, conditions, products, and yield The reactants are ClCC(=O)Cl (chloroacetyl chloride), N1=CC=CC=C1 (pyridine), CON=C(C)C(C)NC1=C(C=CC=C1C)C (3-(2,6-dimethylphenylamino)-2-butanone O-methyloxime), N1=CC=CC=C1 (pyridine), ClCC(=O)Cl (chloroacetyl chloride). Solvent: C1=CC=CC=C1 (benzene). The product is CON=C(C)C(C)N(C(CCl)=O)C1=C(C=CC=C1C)C (3-(N-chloroacetyl-2,6-dimethylphenylamino)-2-butanone O-methyloxime). The yield is 782.7%. Reaction SMILES: [Cl:1][CH2:2][C:3](Cl)=[O:4].N1C=CC=CC=1.[CH3:12][O:13][N:14]=[C:15]([CH:17]([NH:19][C:20]1[C:25]([CH3:26])=[CH:24][CH:23]=[CH:22][C:21]=1[CH3:27])[CH3:18])[CH3:16]>C1C=CC=CC=1>[CH3:12][O:13][N:14]=[C:15]([CH:17]([N:19]([C:20]1[C:25]([CH3:26])=[CH:24][CH:23]=[CH:22][C:21]=1[CH3:27])[C:3](=[O:4])[CH2:2][Cl:1])[CH3:18])[CH3:16]. Procedure details: A sample of 54.2 g (0.048 mol) chloroacetyl chloride and a sample of 34.8 g (0.44 mol) pyridine was added over a 25-minute period to a solution of 97.0 g (0.44 mol) 3-(2,6-dimethylphenylamino)-2-butanone O-methyloxime maintained at 45° C. in 500 ml benzene. The pyridine was added slightly faster than the chloroacetyl chloride. The reaction temperature rose to about 50°-58° C. during the addition. The reaction mixture was then cooled, washed with water, washed with 5% aqueous sodium bicarbonate s... The reactants are C(C)S(=O)C1=NNC=N1 (3-ethylsulphinyl-1,2,4-triazole), C(C=C)N(C(=O)Cl)CC=C (diallylcarbamoyl chloride), O1CCCC1 (tetrahydrofuran). The solvent is C(C)N(CC)CC (triethylamine). Product: C(C=C)N(C(=O)N1N=C(N=C1)S(=O)CC)CC=C (1-diallylcarbamoyl-3-ethylsulphinyl-1,2,4-triazole). RXN SMILES: [CH2:1]([S:3]([C:5]1[N:9]=[CH:8][NH:7][N:6]=1)=[O:4])[CH3:2].[CH2:10]([N:13]([CH2:17][CH:18]=[CH2:19])[C:14](Cl)=[O:15])[CH:11]=[CH2:12].O1CCCC1>C(N(CC)CC)C>[CH2:10]([N:13]([CH2:17][CH:18]=[CH2:19])[C:14]([N:7]1[CH:8]=[N:9][C:5]([S:3]([CH2:1][CH3:2])=[O:4])=[N:6]1)=[O:15])[CH:11]=[CH2:12]. Procedure details: A mixture of 4.35 g. 3-ethylsulphinyl-1,2,4-triazole, 6.0 ml. diallylcarbamoyl chloride, 25 ml. dry tetrahydrofuran and 7.5 ml. dry triethylamine was refluxed under anhydrous conditions for 2 hours. The reaction mixture was filtered and the filtrate distilled under reduced pressure to remove solvent, giving a residual oil which solidified on cooling. This solid product was recrystallized from petroleum ether (b.p. 60° - 80° C.) to give 1-diallylcarbamoyl-3-ethylsulphinyl-1,2,4-triazole, m.p. 41°... The reactants are CC(C)C[C@@H](CC(=O)O)CN (Pregabalin), OC1[C@H](O)[C@@H](O)[C@H](O[C@H]2[C@H](O)[C@@H](O)[C@@H](O)[C@H](O2)CO)[C@H](O1)CO (lactose), C(C)#N (acetonitrile). The solvent is C(C)(C)O (isopropyl alcohol), O (water). Conditions: temperature 90 celsius. Product: CC(C)C[C@@H](CC(=O)O)CN.OC1[C@H](O)[C@@H](O)[C@H](O[C@H]2[C@H](O)[C@@H](O)[C@@H](O)[C@H](O2)CO)[C@H](O1)CO (Pregabalin Lactose). As a reaction SMILES: [CH3:1][CH:2]([CH2:4][C@H:5]([CH2:10][NH2:11])[CH2:6][C:7]([OH:9])=[O:8])[CH3:3].[OH:12][CH:13]1[O:32][C@H:31]([CH2:33][OH:34])[C@@H:18]([O:19][C@@H:20]2[O:28][C@H:27]([CH2:29][OH:30])[C@H:25]([OH:26])[C@H:23]([OH:24])[C@H:21]2[OH:22])[C@H:16]([OH:17])[C@H:14]1[OH:15].C(#N)C>O.C(O)(C)C>[CH3:3][CH:2]([CH2:4][C@H:5]([CH2:10][NH2:11])[CH2:6][C:7]([OH:9])=[O:8])[CH3:1].[OH:12][CH:13]1[O:32][C@H:31]([CH2:33][OH:34])[C@@H:18]([O:19][C@@H:20]2[O:28][C@H:27]([CH2:29][OH:30])[C@H:25]([OH:26])[C@H:23]([OH:24])[C@H:21]2[OH:22])[C@H:16]([OH:17])[C@H:14]1[OH:15] |f:5.6|. Reported procedure: Pregabalin (0.8 g) and lactose (3.8 g) were dissolved in 5 mL of water with stirring and heat. The solution was then heated at 90° C. in an open Pyrex™ beaker using a heating block overnight. The resulting solid was then redissolved in approximately 20 mL of isopropyl alcohol by sonicating and heating. Forty milliliters of acetonitrile were added to this solution. The resulting solid was subjected to preparative scale reversed-phase chromatography. Reactants: OC(C(=O)O)C1=C(C=CC=C1)C ((RS)-a-hydroxy-(2-methylphenyl)acetic acid), CO (methanol). The reagents and catalysts are S(O)(O)(=O)=O (sulphuric acid). Yields the product OC(C(=O)OC)C1=C(C=CC=C1)C (Methyl (RS)-a-hydroxy-(2-methylphenyl)acetate). RXN SMILES: [OH:1][CH:2]([C:6]1[CH:11]=[CH:10][CH:9]=[CH:8][C:7]=1[CH3:12])[C:3]([OH:5])=[O:4].[CH3:13]O>S(=O)(=O)(O)O>[OH:1][CH:2]([C:6]1[CH:11]=[CH:10][CH:9]=[CH:8][C:7]=1[CH3:12])[C:3]([O:5][CH3:13])=[O:4]. Procedure details: A solution of (RS)-a-hydroxy-(2-methylphenyl)acetic acid (3.6 g) in methanol (80 ml) containing 2 drops of concentrated sulphuric acid was heated at reflux for 2 hours. The reaction mixture was concentrated and the residual oil partitioned between ethyl acetate and water. The organic phase was washed with water, dried over magnesium sulphate and evaporated to give the title compound (2.5 g) as a colourless oil. Procedure: 640 mg (1.13 mmol) of (4S)-3-oxo-8-[2-(8-tert-butoxycarbonyl-5,6,7,8-tetrahydroimidazo[1,2-a]pyrimidin-2-yl)ethoxy]-2-(2,2,2-trifluoro ethyl)-2,3,4,5-tetrahydro-1H-2-benzazepin-4-acetic acid obtained in Example 5-(a) and 2.00 mL (26.1 mmol) of 2-propyl alcohol were mixed, 11.3 mL (45.2 mmol) of 4N hydrogen chloride/1,4-dioxane solution was added to the mixture, and the resulting mixture was stirred under nitrogen gas atmosphere at 45° C. for 4.5 hours. The product is Cl.O=C1N(CC2=C(C[C@H]1CC(=O)OC(C)C)C=CC(=C2)OCCC=2N=C1N(CCCN1)C2)CC(F)(F)F (Isopropyl(4S)-3-oxo-8-[2-(5,6,7,8-tetrahydroimidazo[1,2-a]pyrimidin-2-yl)ethoxy]-2-(2,2,2-trifluoroethyl)-2,3,4,5-tetrahydro-1H-2-benzazepin-4-acetate hydrochloride). Reaction SMILES: [O:1]=[C:2]1[C@H:8]([CH2:9][C:10]([OH:12])=[O:11])[CH2:7][C:6]2[CH:13]=[CH:14][C:15]([O:17][CH2:18][CH2:19][C:20]3[N:21]=[C:22]4[N:27](C(OC(C)(C)C)=O)[CH2:26][CH2:25][CH2:24][N:23]4[CH:35]=3)=[CH:16][C:5]=2[CH2:4][N:3]1[CH2:36][C:37]([F:40])([F:39])[F:38].[CH3:41][CH:42](O)[CH3:43].[ClH:45].O1CCOCC1>>[ClH:45].[O:1]=[C:2]1[C@H:8]([CH2:9][C:10]([O:12][CH:42]([CH3:43])[CH3:41])=[O:11])[CH2:7][C:6]2[CH:13]=[CH:14][C:15]([O:17][CH2:18][CH2:19][C:20]3[N:21]=[C:22]4[NH:27][CH2:26][CH2:25][CH2:24][N:23]4[CH:35]=3)=[CH:16][C:5]=2[CH2:4][N:3]1[CH2:36][C:37]([F:39])([F:40])[F:38] |f:2.3,4.5|. Reaction conditions: temperature 45 celsius, time 4.5 hour. The reactants are O=C1N(CC2=C(C[C@H]1CC(=O)O)C=CC(=C2)OCCC=2N=C1N(CCCN1C(=O)OC(C)(C)C)C2)CC(F)(F)F ((4S)-3-oxo-8-[2-(8-tert-butoxycarbonyl-5,6,7,8-tetrahydroimidazo[1,2-a]pyrimidin-2-yl)ethoxy]-2-(2,2,2-trifluoro ethyl)-2,3,4,5-tetrahydro-1H-2-benzazepin-4-acetic acid), CC(C)O (2-propyl alcohol), Cl.O1CCOCC1 (hydrogen chloride 1,4-dioxane). Yields the product O=C(O)c1ccccc1-c1ccc(CNc2nc(=O)[nH]c3ccccc23)cc1. RXN SMILES: [CH3:1][O:2][C:3](=[O:4])[c:5]1[c:6](-[c:11]2[cH:12][cH:13][c:14]([CH2:17][NH:18][c:19]3[n:20][c:21](=[O:29])[nH:22][c:23]4[cH:24][cH:25][cH:26][cH:27][c:28]34)[cH:15][cH:16]2)[cH:7][cH:8][cH:9][cH:10]1.[CH3:33][OH:34].[ClH:32].[Na+:31].[OH-:30]>>[O:2]=[C:3]([OH:4])[c:5]1[c:6](-[c:11]2[cH:12][cH:13][c:14]([CH2:17][NH:18][c:19]3[n:20][c:21](=[O:29])[nH:22][c:23]4[cH:24][cH:25][cH:26][cH:27][c:28]34)[cH:15][cH:16]2)[cH:7][cH:8][cH:9][cH:10]1. Reactants: COC(=O)c1ccccc1-c1ccc(CNc2nc(=O)[nH]c3ccccc23)cc1, CO, Cl, [Na+], [OH-]. Reactants: Nc1ncnn2c(CCCN3CCOCC3)cc(Br)c12, COCC1CCCN1. Yields the product COCC1CCCN1CCCc1cc(Br)c2c(N)ncnn12. As a reaction SMILES: [Br:9][c:10]1[cH:11][c:12]([CH2:20][CH2:21][CH2:22][N:23]2[CH2:24][CH2:25][O:26][CH2:27][CH2:28]2)[n:13]2[n:14][cH:15][n:16][c:17]([NH2:19])[c:18]12.[CH3:1][O:2][CH2:3][CH:4]1[NH:5][CH2:6][CH2:7][CH2:8]1>>[CH3:1][O:2][CH2:3][CH:4]1[N:5]([CH2:22][CH2:21][CH2:20][c:12]2[cH:11][c:10]([Br:9])[c:18]3[n:13]2[n:14][cH:15][n:16][c:17]3[NH2:19])[CH2:6][CH2:7][CH2:8]1.